This data is from the Open Reaction Database (ORD), a public repository of structured organic reaction records. The task is: describe an organic reaction: reactants, conditions, products, and yield The reactants are CC(C)C[Al+]CC(C)C, CCOC(C)=O, CCOCC, O=C1C=CC(C2CC2)(C2CC2)C1, Cl, [H-]. Product: OC1C=CC(C2CC2)(C2CC2)C1. Reaction SMILES: [CH2:14]([Al+:15][CH2:16][CH:17]([CH3:18])[CH3:19])[CH:20]([CH3:21])[CH3:22].[CH3:23][CH2:24][O:25][C:26](=[O:27])[CH3:28].[CH3:30][CH2:31][O:32][CH2:33][CH3:34].[CH:1]1([C:4]2([CH:10]3[CH2:11][CH2:12]3)[CH:5]=[CH:6][C:7](=[O:9])[CH2:8]2)[CH2:2][CH2:3]1.[ClH:29].[H-:13]>>[CH:1]1([C:4]2([CH:10]3[CH2:11][CH2:12]3)[CH:5]=[CH:6][CH:7]([OH:9])[CH2:8]2)[CH2:2][CH2:3]1. Reactants: C(C)(=O)O.FC(OC1=CC=C(C=C1)N1C(C2(CC1)CCNCC2)=O)(F)F (2-(4-Trifluoromethoxy-phenyl)-2,8-diaza-spiro[4.5]decan-1-one acetic acid salt), CN1N=C(C(=C1C)S(=O)(=O)Cl)C (1,3,5-trimethyl-1H-pyrazole-4-sulfonyl chloride). The solvent is N1=CC=CC=C1 (pyridine). Reaction conditions: time 8 hour. Product: 2-(4-trifluoromethoxy-phenyl)-8-(1,3,5-trimethyl-1H-pyrazole-4-sulfonyl)-2,8-diaza-spiro[4.5]decan-1-onel, C1(NCCC12CCNCC2)=O (2,8-diaza-spiro[4.5]decan-1-one). Yield: 1167.2%. Reaction SMILES: C(O)(=O)C.FC(F)(F)OC1C=CC([N:14]2[CH2:18][CH2:17][C:16]3([CH2:23][CH2:22][NH:21][CH2:20][CH2:19]3)[C:15]2=[O:24])=CC=1.CN1C(C)=C(S(Cl)(=O)=O)C(C)=N1>N1C=CC=CC=1>[C:15]1(=[O:24])[C:16]2([CH2:23][CH2:22][NH:21][CH2:20][CH2:19]2)[CH2:17][CH2:18][NH:14]1 |f:0.1|. Procedure: 2-(4-Trifluoromethoxy-phenyl)-2,8-diaza-spiro[4.5]decan-1-one acetic acid salt (0.02 g, 0.05 mmol) was dissolved in pyridine (0.5 ml) at room temperature and 1,3,5-trimethyl-1H-pyrazole-4-sulfonyl chloride (0.013 g, 0.06 mmol) was added and the mixture was stirred overnight at room temperature. The reaction mixture was concentrated in vacuo and the resulting residue was dissolved in AcOEt and washed with 0.1M HCl and brine. The organic layer was dried (Na2SO4), filtered and evaporated under redu... Reactants: [Br-], CC(c1ccc2c(c1)C(C)(C)CCC2(C)C)[P+](c1ccccc1)(c1ccccc1)c1ccccc1, CCOC(=O)c1ccc(C=O)cc1C. Product: CCOC(=O)c1ccc(C=C(C)c2ccc3c(c2)C(C)(C)CCC3(C)C)cc1C. Reaction SMILES: [Br-:1].[CH3:2][C:3]1([CH3:36])[c:4]2[cH:5][cH:6][c:7]([CH:15]([CH3:16])[P+:17]([c:18]3[cH:19][cH:20][cH:21][cH:22][cH:23]3)([c:24]3[cH:25][cH:26][cH:27][cH:28][cH:29]3)[c:30]3[cH:31][cH:32][cH:33][cH:34][cH:35]3)[cH:8][c:9]2[C:10]([CH3:13])([CH3:14])[CH2:11][CH2:12]1.[CH3:37][c:38]1[cH:39][c:40]([CH:41]=[O:42])[cH:43][cH:44][c:45]1[C:46](=[O:47])[O:48][CH2:49][CH3:50]>>[CH3:2][C:3]1([CH3:36])[c:4]2[cH:5][cH:6][c:7]([C:15]([CH3:16])=[CH:41][c:40]3[cH:39][c:38]([CH3:37])[c:45]([C:46](=[O:47])[O:48][CH2:49][CH3:50])[cH:44][cH:43]3)[cH:8][c:9]2[C:10]([CH3:13])([CH3:14])[CH2:11][CH2:12]1. As a reaction SMILES: [Br:1][c:2]1[n:3][nH:4][c:5]2[cH:6][cH:7][c:8]([N+:11](=[O:12])[O-:13])[cH:9][c:10]12.[C:14]([O:15][C:16]([CH3:17])([CH3:18])[CH3:19])([O:20][C:22]([CH3:23])([CH3:24])[CH3:25])=[O:21].[CH3:28][N:29]([CH3:30])[c:31]1[cH:32][cH:33][n:34][cH:35][cH:36]1.[ClH:27].[O:37]1[CH2:38][CH2:39][CH2:40][CH2:41]1.[OH2:26]>>[Br:1][c:2]1[n:3][n:4]([C:14]([O:15][C:16]([CH3:17])([CH3:18])[CH3:19])=[O:20])[c:5]2[cH:6][cH:7][c:8]([N+:11](=[O:12])[O-:13])[cH:9][c:10]12. Product: CC(C)(C)OC(=O)n1nc(Br)c2cc([N+](=O)[O-])ccc21. Reactants: O=[N+]([O-])c1ccc2[nH]nc(Br)c2c1, CC(C)(C)OC(=O)OC(C)(C)C, CN(C)c1ccncc1, Cl, C1CCOC1, O. The reactants are Cc1ccc(C(=O)c2ccc(C)cc2C)c(C)c1, C#C, C1CCOC1. Yields the product C#CC(O)(c1ccc(C)cc1C)c1ccc(C)cc1C. RXN SMILES: [CH3:3][c:4]1[c:5]([C:11](=[O:12])[c:13]2[c:14]([CH3:20])[cH:15][c:16]([CH3:19])[cH:17][cH:18]2)[cH:6][cH:7][c:8]([CH3:10])[cH:9]1.[CH:1]#[CH:2].[O:21]1[CH2:22][CH2:23][CH2:24][CH2:25]1>>[C:1](#[CH:2])[C:11]([c:5]1[c:4]([CH3:3])[cH:9][c:8]([CH3:10])[cH:7][cH:6]1)([OH:12])[c:13]1[c:14]([CH3:20])[cH:15][c:16]([CH3:19])[cH:17][cH:18]1.